Dataset: the Open Reaction Database (ORD), a public repository of structured organic reaction records. Task: describe an organic reaction: reactants, conditions, products, and yield Reactants: C(C)(C)(C)OC(=O)NC=1SC(=CN1)SC1=CC(=CC=C1)C(=O)O (2-tert-butoxycarbonylamino-5-[(3-carboxyphenyl)thio]thiazole), C(C)(=O)N1CCNCC1 (N-acetylpiperazine), ethyl-3-(3-dimethylamino)propyl carbodiimide hydrochloride, ON1N=NC2=C1N=CC=C2 (1-hydroxy-7-azabenzotriazole), C(C)(C)N(CC)C(C)C (diisopropylethylamine). The solvent is C1CCOC1 (THF). Reaction conditions: temperature 55 celsius. The product is C(C)(=O)N1CCN(CC1)C(=O)C=1C=C(C=CC1)SC1=CN=C(S1)NC(C1=CC=C(C=C1)N(C)C)=O (N-[5-[[3[-(4-Acetylpiperazin-1-yl)carbonyl]phenyl]thio]thiazol-2-yl]-4-(N,N-dimethylamino)benzamide). Yield: 52.3%. Reaction SMILES: C(O[C:6]([NH:8][C:9]1[S:10][C:11]([S:14][C:15]2[CH:20]=[CH:19][CH:18]=[C:17]([C:21]([OH:23])=O)[CH:16]=2)=[CH:12][N:13]=1)=[O:7])(C)(C)C.[C:24]([N:27]1[CH2:32][CH2:31][NH:30][CH2:29][CH2:28]1)(=[O:26])[CH3:25].ON1[C:38]2N=CC=[CH:42][C:37]=2N=N1.[CH:43]([N:46]([CH:49]([CH3:51])[CH3:50])[CH2:47]C)(C)C>C1COCC1>[C:24]([N:27]1[CH2:32][CH2:31][N:30]([C:21]([C:17]2[CH:16]=[C:15]([S:14][C:11]3[S:10][C:9]([NH:8][C:6](=[O:7])[C:37]4[CH:42]=[CH:51][C:49]([N:46]([CH3:47])[CH3:43])=[CH:50][CH:38]=4)=[N:13][CH:12]=3)[CH:20]=[CH:19][CH:18]=2)=[O:23])[CH2:29][CH2:28]1)(=[O:26])[CH3:25]. Reported procedure: A suspension of 2-tert-butoxycarbonylamino-5-[(3-carboxyphenyl)thio]thiazole (528 mg, 1.5 mmol), N-acetylpiperazine (239 mg, 1.87 mmol), ethyl-3-(3-dimethylamino)propyl carbodiimide hydrochloride (400 mg, 2 mmol), 1-hydroxy-7-azabenzotriazole (272 mg, 2 mmol) and diisopropylethylamine (560 μL, 4 mmol) in THF (20 mL) was heated to 55° C. for 2 h. The mixture was cooled to rt. and concentrated. The residue was purified using column chromatography on silica gel eluted with 2% methanol in dichlorome... Reactants: O=C(NCc1ccc(F)cc1)c1nc(Br)c2cccnc2c1O, CS(=O)(=O)N1CCNS(=O)(=O)CC1, c1ccncc1. Yields the product CS(=O)(=O)N1CCN(c2nc(C(=O)NCc3ccc(F)cc3)c(O)c3ncccc23)S(=O)(=O)CC1. RXN SMILES: [Br:1][c:2]1[c:3]2[cH:4][cH:5][cH:6][n:7][c:8]2[c:9]([OH:23])[c:10]([C:12](=[O:13])[NH:14][CH2:15][c:16]2[cH:17][cH:18][c:19]([F:22])[cH:20][cH:21]2)[n:11]1.[CH3:24][S:25](=[O:26])(=[O:27])[N:28]1[CH2:29][CH2:30][NH:31][S:32](=[O:35])(=[O:36])[CH2:33][CH2:34]1.[cH:37]1[cH:38][cH:39][n:40][cH:41][cH:42]1>>[c:2]1([N:31]2[CH2:30][CH2:29][N:28]([S:25]([CH3:24])(=[O:26])=[O:27])[CH2:34][CH2:33][S:32]2(=[O:35])=[O:36])[c:3]2[cH:4][cH:5][cH:6][n:7][c:8]2[c:9]([OH:23])[c:10]([C:12](=[O:13])[NH:14][CH2:15][c:16]2[cH:17][cH:18][c:19]([F:22])[cH:20][cH:21]2)[n:11]1. Reactants: BrC1=NC(=CC=C1)Br (2,6-dibromopyridine), COC1=CC=C(CN)C=C1 (4-methoxybenzylamine), C(CCC)O (butanol). The solvent is CCOC(=O)C (EtOAc). Reaction conditions: temperature 100 celsius. Product: BrC1=NC(=CC=C1)NCC1=CC=C(C=C1)OC (2-Bromo-6-(4-methoxybenzylamino)pyridine). RXN SMILES: Br[C:2]1[CH:7]=[CH:6][CH:5]=[C:4]([Br:8])[N:3]=1.[CH3:9][O:10][C:11]1[CH:18]=[CH:17][C:14]([CH2:15][NH2:16])=[CH:13][CH:12]=1.C(O)CCC>CCOC(C)=O>[Br:8][C:4]1[CH:5]=[CH:6][CH:7]=[C:2]([NH:16][CH2:15][C:14]2[CH:17]=[CH:18][C:11]([O:10][CH3:9])=[CH:12][CH:13]=2)[N:3]=1. Procedure details: A mixture of 2,6-dibromopyridine 16-1 (15 g, 70 mmol), 4-methoxybenzylamine (25 mL, 191 mmol) and butanol (25 mL) was heated at 100° C. for 6 days. After cooling, EtOAc was added, the solids removed by filtration and the solution concentrated in vacuo. Purification of the residue by silica gel chromatography (Hexane:EtOAc 4:1) afforded the title compound 16-2 as a white solid. Reactants: C(C=1C(N)=CC=CC1)(=O)N (anthranilamide), C(=O)C1=CC=C(OCC(=O)O)C=C1 (4-formyl phenoxy acetic acid), COC1=C2C(NC(=NC2=CC(=C1)OC)C1=NC=CC=C1)=O (5,7-dimethoxy-2-(pyridin-2-yl)quinazolin-4(3H)-one). Product: O=C1NC(=NC2=CC=CC=C12)C1=CC=C(OCC(=O)O)C=C1 (2-(4-(4-Oxo-3,4-dihydroquinazolin-2-yl)phenoxy)acetic acid). The yield is 73.0%. RXN SMILES: [C:1]([NH2:10])(=[O:9])[C:2]1[C:3](=[CH:5][CH:6]=[CH:7][CH:8]=1)[NH2:4].[CH:11]([C:13]1[CH:23]=[CH:22][C:16]([O:17][CH2:18][C:19]([OH:21])=[O:20])=[CH:15][CH:14]=1)=O.COC1C=C(OC)C=C2C=1C(=O)NC(C1C=CC=CN=1)=N2>>[O:9]=[C:1]1[C:2]2[C:3](=[CH:5][CH:6]=[CH:7][CH:8]=2)[N:4]=[C:11]([C:13]2[CH:23]=[CH:22][C:16]([O:17][CH2:18][C:19]([OH:21])=[O:20])=[CH:15][CH:14]=2)[NH:10]1. Reported procedure: 2-(4-(4-Oxo-3,4-dihydroquinazolin-2-yl)phenoxy)acetic acid was synthesized from anthranilamide and 4-formyl phenoxy acetic acid, using the method described for 5,7-dimethoxy-2-(pyridin-2-yl)quinazolin-4(3H)-one. 2-(4-(4-Oxo-3,4-dihydroquinazolin-2-yl)phenoxy)acetic acid (800 mg, 73%) was isolated as a white solid. Selected data: MS (m/z): 296.98; MP 285-287° C. Reactants: C(C1=CC=CC=C1)N1CCN(CC1)CCC1(CCCC1)CNC(CCCCl)=O (N-[[1-[2-(4-benzyl-1-piperazinyl)ethyl]cyclopentyl]methyl]-4-chlorobutanamide), [H-].[Na+] (sodium hydride), O (water). The solvent is CN(C=O)C (dimethylformamide). Conditions: temperature 70 celsius, time 5 hour. Yields the product C(C1=CC=CC=C1)N1CCN(CC1)CCC1(CCCC1)CN1C(CCC1)=O (1-[[1-[2-(4-Benzyl-1-piperazinyl)ethyl]cyclopentyl]methyl]-2-pyrrolidinone). RXN SMILES: [CH2:1]([N:8]1[CH2:13][CH2:12][N:11]([CH2:14][CH2:15][C:16]2([CH2:21][NH:22][C:23](=[O:28])[CH2:24][CH2:25][CH2:26]Cl)[CH2:20][CH2:19][CH2:18][CH2:17]2)[CH2:10][CH2:9]1)[C:2]1[CH:7]=[CH:6][CH:5]=[CH:4][CH:3]=1.[H-].[Na+].O>CN(C)C=O>[CH2:1]([N:8]1[CH2:13][CH2:12][N:11]([CH2:14][CH2:15][C:16]2([CH2:21][N:22]3[CH2:26][CH2:25][CH2:24][C:23]3=[O:28])[CH2:20][CH2:19][CH2:18][CH2:17]2)[CH2:10][CH2:9]1)[C:2]1[CH:7]=[CH:6][CH:5]=[CH:4][CH:3]=1 |f:1.2|. Procedure details: To a stirred solution of N-[[1-[2-(4-benzyl-1-piperazinyl)ethyl]cyclopentyl]methyl]-4-chlorobutanamide (664 mg) in dimethylformamide(5.5 ml) was added sodium hydride(60% in oil, 98 mg) at room temperature and the mixture was stirred at 70° C. for 5 hours. After cooling down, water (3 ml) was added and the organic layers were extracted with ethyl acetate (15 ml). The extract was washed with brine (4 ml), dried over magnesium sulfate filtered and concentrated in vacuo. The residue was purified by ... Reactants: CI, Cc1csc(Nc2ncc(SCc3ncccc3O)cc2Oc2ccccc2)n1, Cl, Cl, [H-], [Na+], CN(C)C=O. Yields the product COc1cccnc1CSc1cnc(Nc2nc(C)cs2)c(Oc2ccccc2)c1, Cl. RXN SMILES: [CH3:34][I:35].[CH3:3][c:4]1[n:5][c:6]([NH:9][c:10]2[c:11]([O:25][c:26]3[cH:27][cH:28][cH:29][cH:30][cH:31]3)[cH:12][c:13]([S:16][CH2:17][c:18]3[n:19][cH:20][cH:21][cH:22][c:23]3[OH:24])[cH:14][n:15]2)[s:7][cH:8]1.[ClH:1].[ClH:2].[H-:32].[Na+:33].[O:36]=[CH:37][N:38]([CH3:39])[CH3:40]>>[CH3:3][c:4]1[n:5][c:6]([NH:9][c:10]2[c:11]([O:25][c:26]3[cH:27][cH:28][cH:29][cH:30][cH:31]3)[cH:12][c:13]([S:16][CH2:17][c:18]3[n:19][cH:20][cH:21][cH:22][c:23]3[O:24][CH3:34])[cH:14][n:15]2)[s:7][cH:8]1.[ClH:1]. Reported procedure: To a solution of ethyl 1-(3-thien-3-ylphenyl)-1,4-dihydropyrrolo[2,3-d]imidazole-5-carboxylate (300 mg, 0.89 mmol) in dry THF (9 mL) was added lithium aluminum hydride (1.07 mL, 1.07 mmol, 1.0 M in THF) dropwise at −40° C. under nitrogen. The resulting solution was allowed to slowly warm to −20° C. over the course of 1 hour after which time the reaction was quenched with saturated aqueous ammonium chloride (3 mL) and diluted with ethyl acetate (40 mL). The suspension was filtered through Celite,... Reaction SMILES: [S:1]1[CH:5]=[CH:4][C:3]([C:6]2[CH:7]=[C:8]([N:12]3[C:16]4[CH:17]=[C:18]([C:20](OCC)=[O:21])[NH:19][C:15]=4[N:14]=[CH:13]3)[CH:9]=[CH:10][CH:11]=2)=[CH:2]1.[H-].[Al+3].[Li+].[H-].[H-].[H-]>C1COCC1>[S:1]1[CH:5]=[CH:4][C:3]([C:6]2[CH:7]=[C:8]([N:12]3[C:16]4[CH:17]=[C:18]([CH2:20][OH:21])[NH:19][C:15]=4[N:14]=[CH:13]3)[CH:9]=[CH:10][CH:11]=2)=[CH:2]1 |f:1.2.3.4.5.6|. Run in C1CCOC1 (THF). Yield: 15.4%. Reactants: S1C=C(C=C1)C=1C=C(C=CC1)N1C=NC2=C1C=C(N2)C(=O)OCC (ethyl 1-(3-thien-3-ylphenyl)-1,4-dihydropyrrolo[2,3-d]imidazole-5-carboxylate), [H-].[Al+3].[Li+].[H-].[H-].[H-] (lithium aluminum hydride). Reaction conditions: temperature -20 celsius. Yields the product S1C=C(C=C1)C=1C=C(C=CC1)N1C=NC2=C1C=C(N2)CO ([1-(3-thien-3-ylphenyl)-1,4-dihydropyrrolo[2,3-d]imidazol-5-yl]methanol). Reactants: II (iodine), COC1=CC(=C(C=C1)C1=C(C=CC=C1)C)F (2-fluoro-2′-methylbiphenyl-4-yl methyl ether). The reagents and catalysts are S(=O)(=O)([O-])[O-].[Ag+2] (silver sulfate). Run in CO (MeOH), CO (MeOH). Run at time 4 hour. Yields the product COC1=CC(=C(C=C1I)C1=C(C=CC=C1)C)F (2-fluoro-5-iodo-2′-methylbiphenyl-4-yl Methyl Ether). RXN SMILES: [I:1]I.[CH3:3][O:4][C:5]1[CH:10]=[CH:9][C:8]([C:11]2[CH:16]=[CH:15][CH:14]=[CH:13][C:12]=2[CH3:17])=[C:7]([F:18])[CH:6]=1>CO.S([O-])([O-])(=O)=O.[Ag+2]>[CH3:3][O:4][C:5]1[C:10]([I:1])=[CH:9][C:8]([C:11]2[CH:16]=[CH:15][CH:14]=[CH:13][C:12]=2[CH3:17])=[C:7]([F:18])[CH:6]=1 |f:3.4|. Procedure details: To a mixture of silver sulfate (0.34 g, 1.11 mmol), iodine (0.28 g, 1.11 mmol) in MeOH (10 ml) at room temperature, a solution of 2-fluoro-2′-methylbiphenyl-4-yl methyl ether from above (0.24 g, 1.11 mmol) in MeOH (5 ml) was added dropwise. The mixture was stirred at room temperature for 4 h until the color turned to light yellow. The solid was filtered off and the filtrate was concentrated. The residue was purified via flash column using hexane as the eluant to give the title compound.